This data is from the Open Reaction Database (ORD), a public repository of structured organic reaction records. The task is: describe an organic reaction: reactants, conditions, products, and yield Reactants: C(C1=CC=CC=C1)OC(=O)N[C@H]1[C@@H](CCCC1)COS(=O)(=O)C1=CC=C(C=C1)C (toluene-4-sulfonic acid (1R,2R)-2-benzyloxycarbonylamino-cyclohexylmethyl ester), FC1=CC=C(C=C1)CCCNC (N-[3-(4-fluorophenyl)-propyl]-methylamine), C([O-])([O-])=O.[K+].[K+] (potassium carbonate). Solvent: CC(=O)C (acetone). Yields the product C(C1=CC=CC=C1)OC(N[C@H]1[C@@H](CCCC1)CN(C)CCCC1=CC=C(C=C1)F)=O ((1R,2S)-[2-({[3-(4-fluoro-phenyl)-propyl]-methyl-amino}-methyl)-cyclohexyl]-carbamic acid benzyl ester). Yield: 64.2%. As a reaction SMILES: [CH2:1]([O:8][C:9]([NH:11][C@@H:12]1[CH2:17][CH2:16][CH2:15][CH2:14][C@H:13]1[CH2:18]OS(C1C=CC(C)=CC=1)(=O)=O)=[O:10])[C:2]1[CH:7]=[CH:6][CH:5]=[CH:4][CH:3]=1.[F:30][C:31]1[CH:36]=[CH:35][C:34]([CH2:37][CH2:38][CH2:39][NH:40][CH3:41])=[CH:33][CH:32]=1.C(=O)([O-])[O-].[K+].[K+]>CC(C)=O>[CH2:1]([O:8][C:9](=[O:10])[NH:11][C@@H:12]1[CH2:17][CH2:16][CH2:15][CH2:14][C@H:13]1[CH2:18][N:40]([CH2:39][CH2:38][CH2:37][C:34]1[CH:33]=[CH:32][C:31]([F:30])=[CH:36][CH:35]=1)[CH3:41])[C:2]1[CH:3]=[CH:4][CH:5]=[CH:6][CH:7]=1 |f:2.3.4|. Procedure: A solution of toluene-4-sulfonic acid (1R,2R)-2-benzyloxycarbonylamino-cyclohexylmethyl ester (632 mg, 1.51 mmol) in acetone (8 mL) was treated with N-[3-(4-fluorophenyl)-propyl]-methylamine (253 mg, 1.51 mmol) and potassium carbonate (209 mg, 1.51 mmol) and heated at reflux for 23.5 hours. The mixture was cooled and filtered, the solid was rinsed with acetone, and the filtrate was concentrated to provide a yellow-orange oil. Flash chromatography on silica gel, eluting with 50% ethyl acetate in ... Starting materials: CC1=NN=C(O1)C=1C=CC2=C(C(=CO2)C2=CC=C(C=C2)O)C1 (4-[5-(5-methyl-1,3,4-oxadiazol-2-yl)-1-benzofuran-3-yl]phenol), [H-].[Na+] (sodium hydride), CSCCl ((Chloromethyl) methyl sulfide). The solvent is C(C)(=O)OCC (ethyl acetate), CN(C=O)C (N,N-dimethylformamide). Run at time 1 hour. Yields the product CC=1OC(=NN1)C=1C=CC2=C(C(=CO2)C2=CC=C(C=C2)OCSC)C1 (2-methyl-5-[3-[4-[(methylthio)methoxy]phenyl]-1-benzofuran-5-yl]-1,3,4-oxadiazole). Yield: 86.5%. RXN SMILES: [CH3:1][C:2]1[O:6][C:5]([C:7]2[CH:8]=[CH:9][C:10]3[O:14][CH:13]=[C:12]([C:15]4[CH:20]=[CH:19][C:18]([OH:21])=[CH:17][CH:16]=4)[C:11]=3[CH:22]=2)=[N:4][N:3]=1.[H-].[Na+].[CH3:25][S:26][CH2:27]Cl>CN(C)C=O.C(OCC)(=O)C>[CH3:1][C:2]1[O:6][C:5]([C:7]2[CH:8]=[CH:9][C:10]3[O:14][CH:13]=[C:12]([C:15]4[CH:16]=[CH:17][C:18]([O:21][CH2:25][S:26][CH3:27])=[CH:19][CH:20]=4)[C:11]=3[CH:22]=2)=[N:4][N:3]=1 |f:1.2|. Procedure details: To a solution of 4-[5-(5-methyl-1,3,4-oxadiazol-2-yl)-1-benzofuran-3-yl]phenol (1.17 g, 4.00 mmol) in N,N-dimethylformamide (15 mL) was added sodium hydride (60% in oil, 0.320 g, 8.00 mmol) at room temperature, and the resulting mixture was stirred for 15 min. (Chloromethyl) methyl sulfide (90%, 0.744 mL, 8.00 mmol) was added to the reaction mixture, and the resulting mixture was further stirred for 1 hr. The reaction mixture was diluted with ethyl acetate, washed twice with water and once with ... The reactants are ClC=1C(=CC(=NC1)CO)C1=CC(=CC=C1)F ((5-chloro-4-(3-fluorophenyl)pyridin-2-yl)methanol). The reagents and catalysts are [O-2].[O-2].[Mn+4] (manganese dioxide). Run in ClCCl (dichloromethane). Run at time 3 day. Product: ClC=1C(=CC(=NC1)C=O)C1=CC(=CC=C1)F (5-chloro-4-(3-fluorophenyl)picolinaldehyde). RXN SMILES: [Cl:1][C:2]1[C:3]([C:10]2[CH:15]=[CH:14][CH:13]=[C:12]([F:16])[CH:11]=2)=[CH:4][C:5]([CH2:8][OH:9])=[N:6][CH:7]=1>ClCCl.[O-2].[O-2].[Mn+4]>[Cl:1][C:2]1[C:3]([C:10]2[CH:15]=[CH:14][CH:13]=[C:12]([F:16])[CH:11]=2)=[CH:4][C:5]([CH:8]=[O:9])=[N:6][CH:7]=1 |f:2.3.4|. Procedure: To a solution of (5-chloro-4-(3-fluorophenyl)pyridin-2-yl)methanol (0.138 g, 0.58 mmol) in dichloromethane (5 mL) at room temperature was added manganese dioxide (0.49 g, 5.6 mmol). The reaction mixture was stirred at room temperature for 3 d, filtered, and concentrated. Purification by flash column chromatography on silica gel (10% to 20% EtOAc in hexanes) gave 5-chloro-4-(3-fluorophenyl)picolinaldehyde. The reactants are Cl.NC=1C=2C(NC3=C(N1)C=C(C=C3)F)=NN(N2)C (10-Amino-7-fluoro-2-methyl-2,4-dihydro-1,2,3-triazolo[4,5-b][1,5]benzodiazepine hydrochloride), CS(=O)C (dimethyl sulphoxide), CN1CCNCC1 (N-methyl piperazine). Run in C1(=CC=CC=C1)C (toluene). Reaction conditions: temperature 125 celsius. The product is FC=1C=CC2=C(N=C(C=3C(N2)=NN(N3)C)N3CCN(CC3)C)C1 (7-Fluoro-2-methyl-10-[4-methyl-1-piperazinyl]-2,4-dihydro-1,2,3-triazolo[4,5-b][1,5]benzodiazepine). Reaction SMILES: Cl.[NH2:2][C:3]1[C:4]2[C:5](=[N:15][N:16]([CH3:18])[N:17]=2)[NH:6][C:7]2[CH:13]=[CH:12][C:11]([F:14])=[CH:10][C:8]=2[N:9]=1.CS(C)=O.[CH3:23][N:24]1[CH2:29][CH2:28]N[CH2:26][CH2:25]1>C1(C)C=CC=CC=1>[F:14][C:11]1[CH:12]=[CH:13][C:7]2[NH:6][C:5]3=[N:15][N:16]([CH3:18])[N:17]=[C:4]3[C:3]([N:2]3[CH2:28][CH2:29][N:24]([CH3:23])[CH2:25][CH2:26]3)=[N:9][C:8]=2[CH:10]=1 |f:0.1|. Procedure details: 10-Amino-7-fluoro-2-methyl-2,4-dihydro-1,2,3-triazolo[4,5-b][1,5]benzodiazepine hydrochloride (2.68 g) was added to a mixture of dry dimethyl sulphoxide (10 ml), toluene (10 ml) and dry N-methyl piperazine (3.3 ml), which had been degassed with nitrogen for 20 minutes. The stirred solution was then heated at 125° C. (oil-bath) under nitrogen for five hours, cooled to room temperature, and distilled water (33.3 ml) added, keeping the temperature below 25° C. After stirring at 5° C. for half an ho... Reactants: C(C)OC(C1=CC=C(C=C1)C(CN1C2=C(C=3C=C(C=CC13)C)CN(CC2)C)O)=O (4-[2-(2,8-dimethyl-1,2,3,4-tetrahydro-pyrido[4,3-b]indol-5-yl)-1-hydroxy-ethyl]-benzoic acid ethyl ester), [OH-].[Na+] (sodium hydroxide). The solvent is CCO (EtOH). Conditions: temperature 65 celsius. Yields the product CN1CC2=C(N(C=3C=CC(=CC23)C)CC(O)C2=CC=C(C(=O)O)C=C2)CC1 (4-[2-(2,8-dimethyl-1,2,3,4-tetrahydro-pyrido[4,3-b]indol-5-yl)-1-hydroxy-ethyl]-benzoic acid). Yield: 80.7%. Reaction SMILES: C([O:3][C:4](=[O:29])[C:5]1[CH:10]=[CH:9][C:8]([CH:11]([OH:28])[CH2:12][N:13]2[C:21]3[CH:20]=[CH:19][C:18]([CH3:22])=[CH:17][C:16]=3[C:15]3[CH2:23][N:24]([CH3:27])[CH2:25][CH2:26][C:14]2=3)=[CH:7][CH:6]=1)C.[OH-].[Na+]>CCO>[CH3:27][N:24]1[CH2:25][CH2:26][C:14]2[N:13]([CH2:12][CH:11]([C:8]3[CH:9]=[CH:10][C:5]([C:4]([OH:29])=[O:3])=[CH:6][CH:7]=3)[OH:28])[C:21]3[CH:20]=[CH:19][C:18]([CH3:22])=[CH:17][C:16]=3[C:15]=2[CH2:23]1 |f:1.2|. Procedure details: To a solution of 4-[2-(2,8-dimethyl-1,2,3,4-tetrahydro-pyrido[4,3-b]indol-5-yl)-1-hydroxy-ethyl]-benzoic acid ethyl ester (800 mg, 2.04 mmol) in 5 mL EtOH was added sodium hydroxide (327 mg, 8.17 mmol, in 5 mL water) and heated to 65° C. After complete conversion of starting material (TLC and LCMS), the EtOH and water were removed under reduced pressure. The crude product was passed through HPLC to yield 600 mg of 4-[2-(2,8-dimethyl-1,2,3,4-tetrahydro-pyrido[4,3-b]indol-5-yl)-1-hydroxy-ethyl]-be...